This data is from the Open Reaction Database (ORD), a public repository of structured organic reaction records. The task is: describe an organic reaction: reactants, conditions, products, and yield The reactants are CC(C)(C)[Si](C)(C)OCCCBr, ClCCl, [H-], O=C1NCCN1, [Na+], CN(C)C=O. Yields the product CC(C)(C)[Si](C)(C)OCCCN1CCNC1=O. As a reaction SMILES: [Br:9][CH2:10][CH2:11][CH2:12][O:13][Si:14]([CH3:15])([CH3:16])[C:17]([CH3:18])([CH3:19])[CH3:20].[Cl:26][CH2:27][Cl:28].[H-:8].[NH:1]1[C:2](=[O:6])[NH:3][CH2:4][CH2:5]1.[Na+:7].[O:21]=[CH:22][N:23]([CH3:24])[CH3:25]>>[N:1]1([CH2:10][CH2:11][CH2:12][O:13][Si:14]([CH3:15])([CH3:16])[C:17]([CH3:18])([CH3:19])[CH3:20])[C:2](=[O:6])[NH:3][CH2:4][CH2:5]1. Reactants: [BH4-], CCO, NC(CCC(=O)O)C(=O)O, [Na+], [Na+], [OH-], O=Cc1cccnc1. The product is O=C(O)C1CCC(=O)N1Cc1cccnc1. Reaction SMILES: [BH4-:21].[CH3:23][CH2:24][OH:25].[NH2:1][CH:2]([CH2:3][CH2:4][C:5]([OH:6])=[O:7])[C:8]([OH:9])=[O:10].[Na+:12].[Na+:22].[OH-:11].[n:13]1[cH:14][c:15]([CH:19]=[O:20])[cH:16][cH:17][cH:18]1>>[N:1]1([CH2:19][c:15]2[cH:14][n:13][cH:18][cH:17][cH:16]2)[CH:2]([C:8]([OH:9])=[O:10])[CH2:3][CH2:4][C:5]1=[O:7]. Starting materials: CC(C)(C)C(=O)NCc1ccc(NC(=O)N2CSCC2C(O)c2ccc(Cl)c(Cl)c2)cc1, CO, [O-][I+3]([O-])([O-])[O-], [Na+], O. Yields the product CC(C)(C)C(=O)NCc1ccc(NC(=O)N2CS(=O)CC2C(O)c2ccc(Cl)c(Cl)c2)cc1. Reaction SMILES: [CH3:1][C:2]([C:3](=[O:4])[NH:5][CH2:6][c:7]1[cH:8][cH:9][c:10]([NH:13][C:14](=[O:15])[N:16]2[CH2:17][S:18][CH2:19][CH:20]2[CH:21]([OH:22])[c:23]2[cH:24][c:25]([Cl:30])[c:26]([Cl:29])[cH:27][cH:28]2)[cH:11][cH:12]1)([CH3:31])[CH3:32].[CH3:39][OH:40].[I+3:33]([O-:34])([O-:35])([O-:36])[O-:37].[Na+:38].[OH2:41]>>[CH3:1][C:2]([C:3](=[O:4])[NH:5][CH2:6][c:7]1[cH:8][cH:9][c:10]([NH:13][C:14](=[O:15])[N:16]2[CH2:17][S:18](=[O:34])[CH2:19][CH:20]2[CH:21]([OH:22])[c:23]2[cH:24][c:25]([Cl:30])[c:26]([Cl:29])[cH:27][cH:28]2)[cH:11][cH:12]1)([CH3:31])[CH3:32]. Starting materials: C1CCOC1, COc1ccc(C=CC(=O)N(C)OC)cc1OC1CCCC1. The product is COc1ccc(C=CC(C)=O)cc1OC1CCCC1. Reaction SMILES: [CH2:23]1[O:24][CH2:25][CH2:26][CH2:27]1.[CH3:1][O:2][N:3]([C:4]([CH:5]=[CH:6][c:7]1[cH:8][c:9]([O:15][CH:16]2[CH2:17][CH2:18][CH2:19][CH2:20]2)[c:10]([O:13][CH3:14])[cH:11][cH:12]1)=[O:21])[CH3:22]>>[C:4]([CH:5]=[CH:6][c:7]1[cH:8][c:9]([O:15][CH:16]2[CH2:17][CH2:18][CH2:19][CH2:20]2)[c:10]([O:13][CH3:14])[cH:11][cH:12]1)(=[O:21])[CH3:23]. The reactants are C(#N)N1CCC2(CC1)CN(C1=CC=CC=C12)C1=C(C=CC=C1)[N+](=O)[O-] (1'-cyano-1-(2-nitrophenyl)spiro[indoline-3,4'-piperidine]), Cl (hydrochloric acid), [OH-].[Na+] (sodium hydroxide). Solvent: C(C)(=O)O (acetic acid). Product: Cl.[N+](=O)([O-])C1=C(C=CC=C1)N1CC2(CCNCC2)C2=CC=CC=C12 (1-(2-nitrophenyl)spiro[indoline-3,4'-piperidine]hydrochloride). As a reaction SMILES: C([N:3]1[CH2:8][CH2:7][C:6]2([C:16]3[C:11](=[CH:12][CH:13]=[CH:14][CH:15]=3)[N:10]([C:17]3[CH:22]=[CH:21][CH:20]=[CH:19][C:18]=3[N+:23]([O-:25])=[O:24])[CH2:9]2)[CH2:5][CH2:4]1)#N.[OH-].[Na+].[ClH:28]>C(O)(=O)C>[ClH:28].[N+:23]([C:18]1[CH:19]=[CH:20][CH:21]=[CH:22][C:17]=1[N:10]1[C:11]2[C:16](=[CH:15][CH:14]=[CH:13][CH:12]=2)[C:6]2([CH2:5][CH2:4][NH:3][CH2:8][CH2:7]2)[CH2:9]1)([O-:25])=[O:24] |f:1.2,5.6|. Procedure: A slurry of 14.62 g of 1'-cyano-1-(2-nitrophenyl)spiro[indoline-3,4'-piperidine] of Example 37 in 100 ml of glacial acetic acid and 190 ml of 3 N aqueous hydrochloric acid is heated at reflux for 18 hours, the mixture becomes homogeneous at 70°-80° C. The mixture is made basic using aqueous sodium hydroxide and extracted with chloroform. The organic portions are combined, washed with brine, dried over anhydrous magnesium sulfate and concentrated to give a solid comprising the free base of the pr...